From a dataset of the Open Reaction Database (ORD), a public repository of structured organic reaction records. describe an organic reaction: reactants, conditions, products, and yield As a reaction SMILES: [Br:13][Br:14].[CH2:1]([CH3:2])[c:3]1[cH:4][cH:5][c:6]([C:9]([CH3:10])=[O:11])[cH:7][cH:8]1.[CH3:15][CH2:16][O:17][CH2:18][CH3:19].[CH:20]([Cl:21])([Cl:22])[Cl:23].[ClH:12]>>[CH2:1]([CH3:2])[c:3]1[cH:4][cH:5][c:6]([C:9]([CH2:10][Br:13])=[O:11])[cH:7][cH:8]1. The product is CCc1ccc(C(=O)CBr)cc1. Reactants: BrBr, CCc1ccc(C(C)=O)cc1, CCOCC, ClC(Cl)Cl, Cl. Reactants: CC1Cc2cc(Br)cc(S(N)(=O)=O)c2OS1(=O)=O, CC(=O)[O-], [Na+], C1CCOC1. Product: CC1Cc2cccc(S(N)(=O)=O)c2OS1(=O)=O. RXN SMILES: [Br:1][c:2]1[cH:3][c:4]([S:15](=[O:16])(=[O:17])[NH2:18])[c:5]2[c:6]([cH:14]1)[CH2:7][CH:8]([CH3:13])[S:9](=[O:11])(=[O:12])[O:10]2.[CH3:20][C:21](=[O:22])[O-:23].[Na+:19].[O:24]1[CH2:25][CH2:26][CH2:27][CH2:28]1>>[cH:2]1[cH:3][c:4]([S:15](=[O:16])(=[O:17])[NH2:18])[c:5]2[c:6]([cH:14]1)[CH2:7][CH:8]([CH3:13])[S:9](=[O:11])(=[O:12])[O:10]2. The reactants are N=1N=NN2C1C=CC(=C2)[C@H]2OC2 ((R)-2-(tetrazolo[1,5-a]pyrid-6-yl)oxirane), CC1(CCCC1)N ((1-methylcyclopentyl)amine). The solvent is C(C)O (ethanol). The product is CC1(CCCC1)NC[C@H](O)C=1C=CC=2N(C1)N=NN2 ((R)-α-[[(1-Methylcyclopentyl)amino]methyl]tetrazolo[1,5-a]pyridine-6-methanol). The yield is 62.1%. As a reaction SMILES: [N:1]1[N:2]=[N:3][N:4]2[CH:9]=[C:8]([C@@H:10]3[CH2:12][O:11]3)[CH:7]=[CH:6][C:5]=12.[CH3:13][C:14]1([NH2:19])[CH2:18][CH2:17][CH2:16][CH2:15]1>C(O)C>[CH3:13][C:14]1([NH:19][CH2:12][C@@H:10]([C:8]2[CH:7]=[CH:6][C:5]3[N:4]([N:3]=[N:2][N:1]=3)[CH:9]=2)[OH:11])[CH2:18][CH2:17][CH2:16][CH2:15]1. Reported procedure: A solution of (R)-2-(tetrazolo[1,5-a]pyrid-6-yl)oxirane (375 mg, 2.31 mmol) and (1-methylcyclopentyl)amine (229 mg, 2.31 mmol) in 10 ml of absolute ethanol was heated at reflux for 20 hours. The reaction mixture was concentrated to dryness and the residue (532 mg) purified by preparative Tlc on silica gel (90:10:1 methylene chloride:methanol: NH4OH) to afford 375 mg of product.